From a dataset of the Open Reaction Database (ORD), a public repository of structured organic reaction records. describe an organic reaction: reactants, conditions, products, and yield Reactants: BrC1=CC=C(C=C1)C1=NN(C2=C1CC=1SC=CC21)COCC[Si](C)(C)C (6-(4-Bromo-phenyl)-4-(2-trimethylsilanyl-ethoxymethyl)-4,7-dihydro-1-thia-4,5-diaza-cyclopenta[a]pentalene), C(=C\C1=CC=CC=C1)/B(O)O (trans-beta-Styreneboronic acid), C(=O)([O-])[O-].[Na+].[Na+] (Na2CO3). The reagents and catalysts are Cl[Pd]([P](C1=CC=CC=C1)(C2=CC=CC=C2)C3=CC=CC=C3)([P](C4=CC=CC=C4)(C5=CC=CC=C5)C6=CC=CC=C6)Cl (Pd(PPh3)2Cl2). The solvent is C1(=CC=CC=C1)C.C(C)O (toluene ethanol). Reaction conditions: temperature 100 celsius. The product is C(=CC1=CC=CC=C1)C1=CC=C(C=C1)C1=NN(C2=C1CC=1SC=CC21)COCC[Si](C)(C)C (6-(4-Styryl-phenyl)-4-(2-trimethylsilanyl-ethoxymethyl)-4,7-dihydro-1-thia-4,5-diaza-cyclopenta[a]pentalene). The yield is 68.0%. Reaction SMILES: Br[C:2]1[CH:7]=[CH:6][C:5]([C:8]2[C:12]3[CH2:13][C:14]4[S:15][CH:16]=[CH:17][C:18]=4[C:11]=3[N:10]([CH2:19][O:20][CH2:21][CH2:22][Si:23]([CH3:26])([CH3:25])[CH3:24])[N:9]=2)=[CH:4][CH:3]=1.[CH:27](/B(O)O)=[CH:28]\[C:29]1[CH:34]=[CH:33][CH:32]=[CH:31][CH:30]=1.C([O-])([O-])=O.[Na+].[Na+]>C1(C)C=CC=CC=1.C(O)C.Cl[Pd](Cl)([P](C1C=CC=CC=1)(C1C=CC=CC=1)C1C=CC=CC=1)[P](C1C=CC=CC=1)(C1C=CC=CC=1)C1C=CC=CC=1>[CH:27]([C:2]1[CH:3]=[CH:4][C:5]([C:8]2[C:12]3[CH2:13][C:14]4[S:15][CH:16]=[CH:17][C:18]=4[C:11]=3[N:10]([CH2:19][O:20][CH2:21][CH2:22][Si:23]([CH3:24])([CH3:25])[CH3:26])[N:9]=2)=[CH:6][CH:7]=1)=[CH:28][C:29]1[CH:34]=[CH:33][CH:32]=[CH:31][CH:30]=1 |f:2.3.4,5.6,^1:56,75|. Procedure: A mixture of the corresponding intermediate 6-(4-Bromo-phenyl)-4-(2-trimethylsilanyl-ethoxymethyl)-4,7-dihydro-1-thia-4,5-diaza-cyclopenta[a]pentalene (1.46 g, 3.2 mmol), trans-beta-Styreneboronic acid (0.7 g, 4.9 mmol), Na2CO3 (2M, 7 mL), and Pd(PPh3)2Cl2 (300 mg, 0.26 mmol) in toluene/ethanol (1:1, 20 mL) was heated at 100° C. for 8 hr. The solution was cooled to room temperature and extracted with ethyl acetate. The target product was purified by gravity column chromatography (30% EtOAc in he... The reactants are OC1=CC=C(C(=O)O)C=C1 (p-hydroxybenzoic acid), [H-].[Na+] (sodium hydride), ClCCCBr (1-chloro-3-bromopropane). Run in CN(C=O)C (dimethylformamide). Conditions: time 2 hour. Yields the product ClCCCOC1=CC=C(C(=O)O)C=C1 (4-chloropropoxybenzoic acid). The yield is 6.2%. Reaction SMILES: [H-].[Na+].[OH:3][C:4]1[CH:12]=[CH:11][C:7]([C:8]([OH:10])=[O:9])=[CH:6][CH:5]=1.[Cl:13][CH2:14][CH2:15][CH2:16]Br>CN(C)C=O>[Cl:13][CH2:14][CH2:15][CH2:16][O:3][C:4]1[CH:12]=[CH:11][C:7]([C:8]([OH:10])=[O:9])=[CH:6][CH:5]=1 |f:0.1|. Procedure details: To a suspension of sodium hydride (50%, 8.0 g, 164 mmol) in dimethylformamide (200 ml) was added p-hydroxybenzoic acid (10.0 g, 82 mmol) portionwise. The mixture was stirred at room temperature for two hours, treated with 1-chloro-3-bromopropane (16 ml, 164 mmol) and allowed to stir at room temperature for 48 hours. The mixture was quenched with methanol, acidified with concentrated hydrochloric acid and filtered through Celite. The filtrate was diluted with diethyl ether (500 ml), washed with w... The reactants are C(#N)C1=C(OC=2C=CC(=C(C2)O)SC)C=CC(=C1)F (5-(2-Cyano-4-fluorophenoxy)-2-(methylthio)phenol), BrC(C(=O)N)C (2-bromopropionamide), CS(=O)C (dimethylsulfoxide), glass, O (water). Run in CCCCCC.C(C)(=O)OCC (hexane ethyl acetate). Reaction conditions: time 8 hour. Product: C(#N)C1=C(OC=2C=CC(=C(SC(C(=O)N)C)C2)C)C=CC(=C1)F (2-[5-(2-cyano-4-fluorophenoxy)-2-methylthiophenoxy]propionamide). As a reaction SMILES: [C:1]([C:3]1[CH:18]=[C:17]([F:19])[CH:16]=[CH:15][C:4]=1[O:5][C:6]1[CH:7]=[CH:8][C:9](SC)=[C:10](O)[CH:11]=1)#[N:2].Br[CH:21]([CH3:25])[C:22]([NH2:24])=[O:23].C[S:27]([CH3:29])=O.O>CCCCCC.C(OCC)(=O)C>[C:1]([C:3]1[CH:18]=[C:17]([F:19])[CH:16]=[CH:15][C:4]=1[O:5][C:6]1[CH:11]=[CH:10][C:9]([CH3:8])=[C:29]([CH:7]=1)[S:27][CH:21]([CH3:25])[C:22]([NH2:24])=[O:23])#[N:2] |f:4.5|. Reported procedure: 5-(2-Cyano-4-fluorophenoxy)-2-(methylthio)phenol (0.05 mole) potassium carbonate (0.2 mole), 2-bromopropionamide (0.08 mole) and dimethylsulfoxide (200 ml) are charged into a 500 ml glass reaction flask equipped with a mechanical stirrer. The reaction mixture is stirred at room temperature for a period of about 8 hours. After this time the mixture is poured into 500 ml of water. The resulting mixture is extracted three times with 100 ml portions of methylene chloride. The extracts are then combi... Reactants: COCCOC, Brc1cnc(OC2CCN(C3CCCC3)CC2)nc1, O=C(c1ccc(B(O)O)cc1)N1CCCC1, [Na+], [Na+], O=C([O-])[O-], O, c1ccc(P(c2ccccc2)(c2ccccc2)[Pd](P(c2ccccc2)(c2ccccc2)c2ccccc2)(P(c2ccccc2)(c2ccccc2)c2ccccc2)P(c2ccccc2)(c2ccccc2)c2ccccc2)cc1. The product is O=C(c1ccc(-c2cnc(OC3CCN(C4CCCC4)CC3)nc2)cc1)N1CCCC1. Reaction SMILES: [CH3:1][O:2][CH2:3][CH2:4][O:5][CH3:6].[CH:13]1([N:18]2[CH2:19][CH2:20][CH:21]([O:24][c:25]3[n:26][cH:27][c:28]([Br:31])[cH:29][n:30]3)[CH2:22][CH2:23]2)[CH2:14][CH2:15][CH2:16][CH2:17]1.[N:32]1([C:37](=[O:38])[c:39]2[cH:40][cH:41][c:42]([B:45]([OH:46])[OH:47])[cH:43][cH:44]2)[CH2:33][CH2:34][CH2:35][CH2:36]1.[Na+:7].[Na+:8].[O-:9][C:10](=[O:11])[O-:12].[OH2:125].[cH:48]1[cH:49][cH:50][c:51]([P:52]([Pd:53]([P:54]([c:55]2[cH:56][cH:57][cH:58][cH:59][cH:60]2)([c:61]2[cH:62][cH:63][cH:64][cH:65][cH:66]2)[c:67]2[cH:68][cH:69][cH:70][cH:71][cH:72]2)([P:73]([c:74]2[cH:75][cH:76][cH:77][cH:78][cH:79]2)([c:80]2[cH:81][cH:82][cH:83][cH:84][cH:85]2)[c:86]2[cH:87][cH:88][cH:89][cH:90][cH:91]2)[P:92]([c:93]2[cH:94][cH:95][cH:96][cH:97][cH:98]2)([c:99]2[cH:100][cH:101][cH:102][cH:103][cH:104]2)[c:105]2[cH:106][cH:107][cH:108][cH:109][cH:110]2)([c:111]2[cH:112][cH:113][cH:114][cH:115][cH:116]2)[c:117]2[cH:118][cH:119][cH:120][cH:121][cH:122]2)[cH:123][cH:124]1>>[CH:13]1([N:18]2[CH2:19][CH2:20][CH:21]([O:24][c:25]3[n:26][cH:27][c:28](-[c:42]4[cH:41][cH:40][c:39]([C:37]([N:32]5[CH2:33][CH2:34][CH2:35][CH2:36]5)=[O:38])[cH:44][cH:43]4)[cH:29][n:30]3)[CH2:22][CH2:23]2)[CH2:14][CH2:15][CH2:16][CH2:17]1. Reactants: C(C)S(=O)(=O)N1CCC(CC1)C1=CNC2=C(C=C(C=C12)C=1SC(=CC1)CNCC(CC)C)C(=O)N (3-[1-(ethylsulfonyl)-4-piperidinyl]-5-(5-{[(2-methylbutyl)amino]methyl}-2-thienyl)-1H-indole-7-carboxamide), [BH3-]C#N.[Na+] (NaCNBH3), C(=O)C1=CC=C(S1)B(O)O ((5-formyl-2-thienyl)boronic acid), COCCN ([2-(methyloxy)ethyl]amine). Product: COCCNCC1=CC=C(S1)B(O)O ([5-({[2-(methyloxy)ethyl]amino}methyl)-2-thienyl]boronic acid). The yield is 61.0%. RXN SMILES: C(S(N1CCC(C2C3C(=C(C(N)=O)C=C(C4SC(CNCC(C)CC)=CC=4)C=3)NC=2)CC1)(=O)=O)C.[CH:36]([C:38]1[S:42][C:41]([B:43]([OH:45])[OH:44])=[CH:40][CH:39]=1)=O.[CH3:46][O:47][CH2:48][CH2:49][NH2:50].[BH3-]C#N.[Na+]>>[CH3:46][O:47][CH2:48][CH2:49][NH:50][CH2:36][C:38]1[S:42][C:41]([B:43]([OH:45])[OH:44])=[CH:40][CH:39]=1 |f:3.4|. Procedure: Following the general procedure of 3-[1-(ethylsulfonyl)-4-piperidinyl]-5-(5-{[(2-methylbutyl)amino]methyl}-2-thienyl)-1H-indole-7-carboxamide, (5-formyl-2-thienyl)boronic acid (50 mg, 0.32 mmol), [2-(methyloxy)ethyl]amine (24 mg, 0.32 mmol), and NaCNBH3 (40 mg, 0.64 mmol) were reacted to give 42 mg of crude [5-({[2-(methyloxy)ethyl]amino}methyl)-2-thienyl]boronic acid. The crude [5-({[2-(methyloxy)ethyl]amino}methyl)-2-thienyl]boronic acid was then reacted with 5-bromo-3-[1-(ethylsulfonyl)-4-pip... Starting materials: C(C)(C)(C)OC(=O)N1[C@@H](CC(C1)=NOC)C(=O)O ((2S,4EZ)-1-(tert-butoxycarbonyl)-4-(methoxyimino)-2-pyrrolidinecarboxylic acid), C1(=CC=C(C=C1)S(=O)(=O)Cl)C1=CC=CC=C1 ([1,1′-biphenyl]-4-sulfonyl chlonde), NCC(O)C1=CC=C(C=C1)O (4-[(1RS)-2-amino-1-hydroxyethyl]phenol). Product: C1(=CC=C(C=C1)S(=O)(=O)N1[C@@H](CC(C1)=NOC)C(=O)NCC(C1=CC=C(C=C1)O)O)C1=CC=CC=C1 ((2S,4EZ)-1-([1,1′-biphenyl]-4-ylsulfonyl)-N-[(2RS)-2-hydroxy-2-(4-hydroxyphenyl)ethyl]-4-(methoxyimino)-2-pyrrolidinecarboxamide). RXN SMILES: C(OC([N:8]1[CH2:12][C:11](=[N:13][O:14][CH3:15])[CH2:10][C@H:9]1[C:16]([OH:18])=O)=O)(C)(C)C.[C:19]1([C:29]2[CH:34]=[CH:33][CH:32]=[CH:31][CH:30]=2)[CH:24]=[CH:23][C:22]([S:25](Cl)(=[O:27])=[O:26])=[CH:21][CH:20]=1.[NH2:35][CH2:36][CH:37]([C:39]1[CH:44]=[CH:43][C:42]([OH:45])=[CH:41][CH:40]=1)[OH:38]>>[C:19]1([C:29]2[CH:34]=[CH:33][CH:32]=[CH:31][CH:30]=2)[CH:24]=[CH:23][C:22]([S:25]([N:8]2[CH2:12][C:11](=[N:13][O:14][CH3:15])[CH2:10][C@H:9]2[C:16]([NH:35][CH2:36][CH:37]([OH:38])[C:39]2[CH:44]=[CH:43][C:42]([OH:45])=[CH:41][CH:40]=2)=[O:18])(=[O:27])=[O:26])=[CH:21][CH:20]=1. Procedure: Following the general method as outlined in Example 22, starting from (2S,4EZ)-1-(tert-butoxycarbonyl)-4-(methoxyimino)-2-pyrrolidinecarboxylic acid, [1,1′-biphenyl]-4-sulfonyl chlonde, and 4-[(1RS)-2-amino-1-hydroxyethyl]phenol, the title compound was obtained in 72% purity by HPLC. MS(ESI+): m/z=510. The reactants are OC(CC=C)C=1C(=NC=CC1)OC (3-(1-Hydroxy-but-3-en-1-yl)-2-methoxypyridine), ClCCl (dichloromethane), S(=O)(Cl)Cl (thionyl chloride). The product is ClC(CC=C)C=1C(=NC=CC1)OC (3-(1-Chloro-but-3-en-1-yl)-2-methoxypyridine). Isolated yield 93.8%. Reaction SMILES: O[CH:2]([C:6]1[C:7]([O:12][CH3:13])=[N:8][CH:9]=[CH:10][CH:11]=1)[CH2:3][CH:4]=[CH2:5].[Cl:14]CCl.S(Cl)(Cl)=O>>[Cl:14][CH:2]([C:6]1[C:7]([O:12][CH3:13])=[N:8][CH:9]=[CH:10][CH:11]=1)[CH2:3][CH:4]=[CH2:5]. Procedure: 56.5 g (0.32 mol) of the compound from Example I are stirred in 400 ml of anhydrous dichloromethane containing 277 ml (3.8 mol) of thionyl chloride overnight at 20°-30° C. Subsequently, dichloromethane and unreacted thionyl chloride are removed in a water pump vacuum at 20°-30° C. The residue is partitioned between dichloromethane and aqueous saturated sodium bicarbonate solution. The organic phase is separated off, dried and evaporated in vacuo. 59.3 g of the crude title compound are obtained a...